Dataset: the Open Reaction Database (ORD), a public repository of structured organic reaction records. Task: describe an organic reaction: reactants, conditions, products, and yield The reactants are COC1=CC=C(CN2N=NC(=C2N(S(=O)(=O)C)C)C(=O)OC)C=C1 (Methyl 1-(4-methoxybenzyl)-5-[methyl(methylsulfonyl)amino]-1H-1,2,3-triazole-4-carboxylate). Solvent: FC(C(=O)O)(F)F (trifluoroacetic acid). Yields the product CN(C1=C(N=NN1)C(=O)OC)S(=O)(=O)C (Methyl 5-[methyl(methylsulfonyl)amino]-1H-1,2,3-triazole-4-carboxylate). Isolated yield 100.9%. RXN SMILES: COC1C=CC(C[N:8]2[C:12]([N:13]([CH3:18])[S:14]([CH3:17])(=[O:16])=[O:15])=[C:11]([C:19]([O:21][CH3:22])=[O:20])[N:10]=[N:9]2)=CC=1>FC(F)(F)C(O)=O>[CH3:18][N:13]([S:14]([CH3:17])(=[O:16])=[O:15])[C:12]1[NH:8][N:9]=[N:10][C:11]=1[C:19]([O:21][CH3:22])=[O:20]. Reported procedure: Methyl 1-(4-methoxybenzyl)-5-[methyl(methylsulfonyl)amino]-1H-1,2,3-triazole-4-carboxylate (0.54 g) was stirred in trifluoroacetic acid (5 mL) at 60° C. for 6 h. The mixture was evaporated and the residue was co-evaporated with toluene. Purification by flash chromatoraphy (1:49 methanol/DCM) gave the subtitle compound as a gum (0.36 g). The reactants are CC1=CC(=C(C=C1C)CC#N)CC#N (4,5-dimethyl-1,2-bis-cyanomethyl-benzene), O.C(=O)C=O (glyoxal hydrate), C(=O)C=O (glyoxal), C(CO)O (ethylene glycol), [OH-].[K+] (potassium hydroxide), 28, [OH-].[K+] (potassium hydroxide), [OH-].[K+] (potassium hydroxide). Solvent: CO (methanol), CO (methanol). Conditions: time 5 hour. Yields the product CC=1C=C2C(=CC=C(C2=CC1C)C(=O)O)C(=O)O (6,7-dimethyl-naphthalene-1,4-dicarboxylic acid). Yield: 31.0%. As a reaction SMILES: C[C:2]1[C:7](C)=[CH:6][C:5]([CH2:9]C#N)=[C:4]([CH2:12]C#N)[CH:3]=1.[OH2:15].[CH:16]([CH:18]=[O:19])=O.[CH:20]([CH:22]=[O:23])=O.[OH-:24].[K+].[CH2:26](O)[CH2:27]O>CO>[CH3:9][C:5]1[CH:6]=[C:7]2[C:2](=[CH:3][C:4]=1[CH3:12])[C:20]([C:22]([OH:23])=[O:15])=[CH:27][CH:26]=[C:16]2[C:18]([OH:19])=[O:24] |f:1.2,4.5|. Procedure: 18.4 parts of 4,5-dimethyl-1,2-bis-cyanomethyl-benzene and 8.4 parts of glyoxal hydrate (trimer) (3C2H2O2.2H2O), containing 80% of glyoxal to be liberated, are stirred in 100 parts by volume of methanol. With stirring and under nitrogen, 11.2 parts of powdered potassium hydroxide are added to the reaction mixture by small amounts at 0° to 5° C. After the addition of potassium hydroxide, stirring is continued for 5 hours at 0° to 5° C. under nitrogen. The slightly brown coloured reaction mixture ... Reactants: COC(=O)c1cc(-c2cccc(Br)c2)nn1C, O, O=S(=O)(Cl)Cl, c1ccccc1. The product is COC(=O)c1c(Cl)c(-c2cccc(Br)c2)nn1C. RXN SMILES: [CH3:1][n:2]1[n:3][c:4](-[c:11]2[cH:12][c:13]([Br:17])[cH:14][cH:15][cH:16]2)[cH:5][c:6]1[C:7](=[O:8])[O:9][CH3:10].[OH2:23].[S:18]([Cl:19])(=[O:20])([Cl:21])=[O:22].[cH:24]1[cH:25][cH:26][cH:27][cH:28][cH:29]1>>[CH3:1][n:2]1[n:3][c:4](-[c:11]2[cH:12][c:13]([Br:17])[cH:14][cH:15][cH:16]2)[c:5]([Cl:21])[c:6]1[C:7](=[O:8])[O:9][CH3:10]. The reactants are COc1cc2cc(Nc3cc(C)[nH]n3)nc(Cl)c2cc1OC, OB(O)c1ccccc1. The product is COc1cc2cc(Nc3cc(C)[nH]n3)nc(-c3ccccc3)c2cc1OC. As a reaction SMILES: [Cl:1][c:2]1[n:3][c:4]([NH:16][c:17]2[n:18][nH:19][c:20]([CH3:22])[cH:21]2)[cH:5][c:6]2[cH:7][c:8]([O:14][CH3:15])[c:9]([O:12][CH3:13])[cH:10][c:11]12.[OH:23][B:24]([OH:25])[c:26]1[cH:27][cH:28][cH:29][cH:30][cH:31]1>>[c:2]1(-[c:26]2[cH:27][cH:28][cH:29][cH:30][cH:31]2)[n:3][c:4]([NH:16][c:17]2[n:18][nH:19][c:20]([CH3:22])[cH:21]2)[cH:5][c:6]2[cH:7][c:8]([O:14][CH3:15])[c:9]([O:12][CH3:13])[cH:10][c:11]12. The reactants are C=C(C(=O)OCC)CCC1=CC=CC=C1 (ethyl 2-methylene-4-phenylbutyrate), C(C)N (ethylamine). Run in C(C)O (ethanol). Conditions: temperature 105 celsius. Yields the product C(C)NCC(CCC1=CC=CC=C1)C(=O)OCC (N-Ethyl-N-(2-carboethoxy-4-phenylbutyl)amine). As a reaction SMILES: [CH2:1]=[C:2]([CH2:8][CH2:9][C:10]1[CH:15]=[CH:14][CH:13]=[CH:12][CH:11]=1)[C:3]([O:5][CH2:6][CH3:7])=[O:4].[CH2:16]([NH2:18])[CH3:17]>C(O)C>[CH2:16]([NH:18][CH2:1][CH:2]([C:3]([O:5][CH2:6][CH3:7])=[O:4])[CH2:8][CH2:9][C:10]1[CH:11]=[CH:12][CH:13]=[CH:14][CH:15]=1)[CH3:17]. Procedure details: 17 g of ethyl 2-methylene-4-phenylbutyrate (Example 1.4) and 3.6 g of ethylamine were dissolved in 50 ml of absolute ethanol and heated under 40 atmospheres of nitrogen at 105° C. for 20 hours. After the solvent had been removed, the residue was taken up in 5 normal hydrochloric acid, extracted with ether and the aqueous solution was adjusted to pH 9.5 with potassium carbonate, again extracted with ether, and this was dried with potassium carbonate and evaporated. The reactants are FC1=CC=C(C=C1)C1=C(C(CC(C1)(C)C)(C)C)/C=C/C(CC(CC(=O)O)O)O ((E)-7-[2-(4-fluorophenyl)-4,4,6,6-tetramethylcyclohexenyl]-3,5-dihydroxy-6-heptenoic acid). Solvent: C1(=CC=CC=C1)C (toluene). Yields the product FC1=CC=C(C=C1)C1=C(C(CC(C1)(C)C)(C)C)/C=C/[C@H]1C[C@@H](CC(O1)=O)O (Trans-(E)-6-[2-[2-(4-fluorophenyl)-4,4,6,6-tetramethylcyclohexenyl]ethenyl]-3,4,5,6-tetrahydro-4-hydroxy-2H-pyran-2-one). RXN SMILES: [F:1][C:2]1[CH:7]=[CH:6][C:5]([C:8]2[CH2:13][C:12]([CH3:15])([CH3:14])[CH2:11][C:10]([CH3:17])([CH3:16])[C:9]=2/[CH:18]=[CH:19]/[CH:20](O)[CH2:21][CH:22]([OH:27])[CH2:23][C:24]([OH:26])=[O:25])=[CH:4][CH:3]=1>C1(C)C=CC=CC=1>[F:1][C:2]1[CH:3]=[CH:4][C:5]([C:8]2[CH2:13][C:12]([CH3:14])([CH3:15])[CH2:11][C:10]([CH3:17])([CH3:16])[C:9]=2/[CH:18]=[CH:19]/[C@@H:20]2[O:25][C:24](=[O:26])[CH2:23][C@@H:22]([OH:27])[CH2:21]2)=[CH:6][CH:7]=1. Procedure details: The 3,5-dihydroxycarboxylic acid from Step 10 (9.0 g, 23 mmoles) and 250 ml of toluene were refluxed in a Dean-Stark apparatus for 1.5 hours. The toluene was removed in vacuo and the residue chromatographed on silica gel using hexane/ethyl acetate (3/1) as the eluent. The product was recrystallized from ether/hexane. M.P. 121°-122° C. The reactants are Cl (hydrochloric acid), C(C)OCC (diethyl ether), BrC=1C=C(C=CC1OC)NC1=NC(=NC(=N1)NC1CCCCCC1)N(C1CCN(CC1)C)C (N-(3-Bromo-4-methoxy-phenyl)-N′-cycloheptyl-N″-methyl-N″-(1-methyl-piperidin-4-yl)-[1,3,5]triazine-2,4,6-triamine). Solvent: CO (methanol). Conditions: time 1 hour. The product is Cl.BrC=1C=C(C=CC1OC)NC1=NC(=NC(=N1)NC1CCCCCC1)N(C1CCN(CC1)C)C (N-(3-Bromo-4-methoxy-phenyl)-N′-cycloheptyl-N″-methyl-N″-(1-methyl-piperidin-4-yl)-[1,3,5]triazine-2,4,6-triamine hydrogen chloride salt). RXN SMILES: [Br:1][C:2]1[CH:3]=[C:4]([NH:10][C:11]2[N:16]=[C:15]([NH:17][CH:18]3[CH2:24][CH2:23][CH2:22][CH2:21][CH2:20][CH2:19]3)[N:14]=[C:13]([N:25]([CH3:33])[CH:26]3[CH2:31][CH2:30][N:29]([CH3:32])[CH2:28][CH2:27]3)[N:12]=2)[CH:5]=[CH:6][C:7]=1[O:8][CH3:9].[ClH:34].C(OCC)C>CO>[ClH:34].[Br:1][C:2]1[CH:3]=[C:4]([NH:10][C:11]2[N:16]=[C:15]([NH:17][CH:18]3[CH2:19][CH2:20][CH2:21][CH2:22][CH2:23][CH2:24]3)[N:14]=[C:13]([N:25]([CH3:33])[CH:26]3[CH2:27][CH2:28][N:29]([CH3:32])[CH2:30][CH2:31]3)[N:12]=2)[CH:5]=[CH:6][C:7]=1[O:8][CH3:9] |f:4.5|. Procedure: To 123 (1.0 mmol) dissolved in methanol (5 mL) was added 1.0 M hydrochloric acid in diethyl ether (1.0 mL, 1 mmol). The reaction mixture was allowed to stir for about 1 hour at room temperature. The reaction mixture was then concentrated on a rotary evaporator. The resulting solid was dissolved in water, filtered and concentrated on the rotary evaporator. The sample was freeze dried under vacuum and a solid 170 (70%) was collected